This data is from the Open Reaction Database (ORD), a public repository of structured organic reaction records. The task is: describe an organic reaction: reactants, conditions, products, and yield The reactants are Cl (HCl), BrC1=C(C=C2CCN(C(C2=C1)C(=O)OCC)C(C(=O)N(C(C)(CCC#CC=1SC=CC1)C)C)=O)OC (ethyl 7-bromo-6-methoxy-2-(2-(methyl(2-methyl-6-(thiophen-2-yl)hex-5-yn-2-yl)amino)-2-oxoacetyl)-1,2,3,4-tetrahydroisoquinoline-1-carboxylate), [OH-].[K+] (KOH). Run in O (water), O1CCOCC1 (dioxane), O (water). Run at temperature 50 celsius, time 2 hour. Yields the product BrC1=C(C=C2CCN(C(C2=C1)C(=O)O)C(C(=O)N(C(C)(CCC#CC=1SC=CC1)C)C)=O)OC (7-bromo-6-methoxy-2-(2-(methyl(2-methyl-6-(thiophen-2-yl)hex-5-yn-2-yl)amino)-2-oxoacetyl)-1,2,3,4-tetrahydroisoquinoline-1-carboxylic acid). Isolated yield 95.6%. As a reaction SMILES: [Br:1][C:2]1[CH:11]=[C:10]2[C:5]([CH2:6][CH2:7][N:8]([C:17](=[O:34])[C:18]([N:20]([CH3:33])[C:21]([CH3:32])([CH2:23][CH2:24][C:25]#[C:26][C:27]3[S:28][CH:29]=[CH:30][CH:31]=3)[CH3:22])=[O:19])[CH:9]2[C:12]([O:14]CC)=[O:13])=[CH:4][C:3]=1[O:35][CH3:36].[OH-].[K+].Cl>O1CCOCC1.O>[Br:1][C:2]1[CH:11]=[C:10]2[C:5]([CH2:6][CH2:7][N:8]([C:17](=[O:34])[C:18]([N:20]([CH3:33])[C:21]([CH3:22])([CH2:23][CH2:24][C:25]#[C:26][C:27]3[S:28][CH:29]=[CH:30][CH:31]=3)[CH3:32])=[O:19])[CH:9]2[C:12]([OH:14])=[O:13])=[CH:4][C:3]=1[O:35][CH3:36] |f:1.2|. Procedure details: To a solution of 110 mg of 12i in 3 ml of dioxane a solution of 50 mg of KOH in 1 ml of water was added. The mixture was stirred at 50° C. for 2 hr. After cooling to RT, 15 ml of water was added and the reaction mixture was acidified to pH3 by addition of cold 0.5 N HCl. The product was extracted into ethyl acetate. The extract was once washed with water, dried and concentrated, to provide 100 mg of the acid 12j as colorless amorphous material, used without further purification in the next step;... Starting materials: Cl (hydrochloric acid), C(CCCCCC)C1=CC=C(C=C1)C1=CC=C(C=C1)O (4-(4'-heptylphenyl)phenol), raw material, C1(=CC=CC=C1)C (toluene), C(O)([O-])=O.[Na+] (sodium hydrogen carbonate). The reagents and catalysts are [Ni] (Raney nickel). The solvent is CO (methanol), C(C)O (ethanol). Reaction conditions: temperature 110 celsius, time 1 hour. The product is C(CCCCCC)C1=CC=C(C=C1)[C@@H]1CC[C@H](CC1)O (trans-4-(4'-heptylphenyl)cyclohexanol). As a reaction SMILES: [CH2:1]([C:8]1[CH:13]=[CH:12][C:11]([C:14]2[CH:19]=[CH:18][C:17]([OH:20])=[CH:16][CH:15]=2)=[CH:10][CH:9]=1)[CH2:2][CH2:3][CH2:4][CH2:5][CH2:6][CH3:7].C1(C)C=CC=CC=1.Cl.C(=O)([O-])O.[Na+]>C(O)C.[Ni].CO>[CH2:1]([C:8]1[CH:9]=[CH:10][C:11]([C@H:14]2[CH2:19][CH2:18][C@H:17]([OH:20])[CH2:16][CH2:15]2)=[CH:12][CH:13]=1)[CH2:2][CH2:3][CH2:4][CH2:5][CH2:6][CH3:7] |f:3.4|. Reported procedure: 4-(4'-heptylphenyl)phenol (200 g) is dissolved in ethanol (0.5 l) and a commercially available Raney nickel (20 g) is added, followed by hydrogenation in an autoclave at 80°to 120° C. under a hydrogen pressure of 30 to 40 Kg/cm2G. The reaction is traced by gas chromatography (column: SIDC-560-10%, 2 m, 280° C.) and is stopped when the raw material is extinct. The catalyst is filtered off from the hydrogenation product and ethanol is distilled off under reduced pressure, followed by dissolving th... Starting materials: N[C@H](CO)CN(C(C)C)C1=CC=C(C=C1)CC1=CC=CC=C1 ((S)-2-amino-3-[(4-benzyl-phenyl)-isopropyl-amino]-propan-1-ol), N#CBr (cyanogen bromide). The product is C(C1=CC=CC=C1)C1=CC=C(C=C1)N(C(C)C)C[C@@H]1N=C(OC1)N ((S)-4-{[(4-benzyl-phenyl)-isopropyl-amino]-methyl}-4,5-dihydro-oxazol-2-ylamine). As a reaction SMILES: [NH2:1][C@@H:2]([CH2:5][N:6]([C:10]1[CH:15]=[CH:14][C:13]([CH2:16][C:17]2[CH:22]=[CH:21][CH:20]=[CH:19][CH:18]=2)=[CH:12][CH:11]=1)[CH:7]([CH3:9])[CH3:8])[CH2:3][OH:4].[N:23]#[C:24]Br>>[CH2:16]([C:13]1[CH:12]=[CH:11][C:10]([N:6]([CH2:5][C@H:2]2[CH2:3][O:4][C:24]([NH2:23])=[N:1]2)[CH:7]([CH3:8])[CH3:9])=[CH:15][CH:14]=1)[C:17]1[CH:22]=[CH:21][CH:20]=[CH:19][CH:18]=1. Procedure details: In analogy to example 1.d (S)-2-amino-3-[(4-benzyl-phenyl)-isopropyl-amino]-propan-1-ol was reacted with cyanogen bromide to give (S)-4-{[(4-benzyl-phenyl)-isopropyl-amino]-methyl}-4,5-dihydro-oxazol-2-ylamine. Light yellow gum. MS (ISP): 324.4 ([M+H]+) The reactants are COC([C@H](CC1=CC=C(C=C1)C1=CC=C(C=C1)C#N)NC(=O)[C@H]1NCC=2C=C3C(=CC2C1)OC[C@@H](O3)C3=CC=C(C=C3)OCC3=CC(=C(C=C3)Cl)Cl)=O ((S)-3-(4′-Cyano-biphenyl-4-yl)-2-({(3S,8S)-3-[4-(3,4-dichloro-benzyloxy)-phenyl]-2,3,6,7,8,9-hexahydro-[1,4]dioxino[2,3-g]isoquinoline-8-carbonyl}-amino)-propionic acid methyl ester), C(C)(=O)NC=1SC(=C(N1)C)S(=O)(=O)Cl (2-acetylamino-4-methyl-thiazole-5-sulfonyl chloride). The product is COC([C@H](CC1=CC=C(C=C1)C1=CC=C(C=C1)C#N)NC(=O)[C@H]1N(CC=2C=C3C(=CC2C1)OC[C@@H](O3)C3=CC=C(C=C3)OCC3=CC(=C(C=C3)Cl)Cl)S(=O)(=O)C3=C(N=C(S3)NC(C)=O)C)=O ((S)-2-({(3S,8S)-7-(2-acetylamino-4-methyl-thiazole-5-sulfonyl)-3-[4-(3,4-dichloro-benzyloxy)-phenyl]-2,3,6,7,8,9-hexahydro-[1,4]dioxino[2,3-g]isoquinoline-8-carbonyl}-amino)-3-(4′-cyano-biphenyl-4-yl)-propionic acid methyl ester). As a reaction SMILES: [CH3:1][O:2][C:3](=[O:53])[C@@H:4]([NH:20][C:21]([C@@H:23]1[CH2:32][C:31]2[CH:30]=[C:29]3[O:33][CH2:34][C@H:35]([C:37]4[CH:42]=[CH:41][C:40]([O:43][CH2:44][C:45]5[CH:50]=[CH:49][C:48]([Cl:51])=[C:47]([Cl:52])[CH:46]=5)=[CH:39][CH:38]=4)[O:36][C:28]3=[CH:27][C:26]=2[CH2:25][NH:24]1)=[O:22])[CH2:5][C:6]1[CH:11]=[CH:10][C:9]([C:12]2[CH:17]=[CH:16][C:15]([C:18]#[N:19])=[CH:14][CH:13]=2)=[CH:8][CH:7]=1.[C:54]([NH:57][C:58]1[S:59][C:60]([S:64](Cl)(=[O:66])=[O:65])=[C:61]([CH3:63])[N:62]=1)(=[O:56])[CH3:55]>>[CH3:1][O:2][C:3](=[O:53])[C@@H:4]([NH:20][C:21]([C@@H:23]1[CH2:32][C:31]2[CH:30]=[C:29]3[O:33][CH2:34][C@H:35]([C:37]4[CH:42]=[CH:41][C:40]([O:43][CH2:44][C:45]5[CH:50]=[CH:49][C:48]([Cl:51])=[C:47]([Cl:52])[CH:46]=5)=[CH:39][CH:38]=4)[O:36][C:28]3=[CH:27][C:26]=2[CH2:25][N:24]1[S:64]([C:60]1[S:59][C:58]([NH:57][C:54](=[O:56])[CH3:55])=[N:62][C:61]=1[CH3:63])(=[O:65])=[O:66])=[O:22])[CH2:5][C:6]1[CH:11]=[CH:10][C:9]([C:12]2[CH:13]=[CH:14][C:15]([C:18]#[N:19])=[CH:16][CH:17]=2)=[CH:8][CH:7]=1. Procedure: (S)-3-(4′-Cyano-biphenyl-4-yl)-2-({(3S,8S)-3-[4-(3,4-dichloro-benzyloxy)-phenyl]-2,3,6,7,8,9-hexahydro-[1,4]dioxino[2,3-g]isoquinoline-8-carbonyl}-amino)-propionic acid methyl ester (510 mg) was reacted with 2-acetylamino-4-methyl-thiazole-5-sulfonyl chloride to yield (S)-2-({(3S,8S)-7-(2-acetylamino-4-methyl-thiazole-5-sulfonyl)-3-[4-(3,4-dichloro-benzyloxy)-phenyl]-2,3,6,7,8,9-hexahydro-[1,4]dioxino[2,3-g]isoquinoline-8-carbonyl}-amino)-3-(4′-cyano-biphenyl-4-yl)-propionic acid methyl ester (5... The reactants are N (NH3), COC=1C=C(C=CC1OC)CC#N (3,4-dimethoxyphenylacetonitrile), NaNH2, ClC1=CC=NC2=CC=CC=C12 (4-Chloroquinoline), N (NH3). The solvent is liquid. Conditions: time 2 hour. Yields the product N1=CC=C(C2=CC=CC=C12)C(C#N)C1=CC(=C(C=C1)OC)OC (α-(4 -quinolinyl)-α-(3,4-dimethoxyphenyl)acetonitrile). As a reaction SMILES: N.[CH3:2][O:3][C:4]1[CH:5]=[C:6]([CH2:12][C:13]#[N:14])[CH:7]=[CH:8][C:9]=1[O:10][CH3:11].Cl[C:16]1[C:25]2[C:20](=[CH:21][CH:22]=[CH:23][CH:24]=2)[N:19]=[CH:18][CH:17]=1>>[N:19]1[C:20]2[C:25](=[CH:24][CH:23]=[CH:22][CH:21]=2)[C:16]([CH:12]([C:6]2[CH:7]=[CH:8][C:9]([O:10][CH3:11])=[C:4]([O:3][CH3:2])[CH:5]=2)[C:13]#[N:14])=[CH:17][CH:18]=1. Procedure: To 500 ml of liquid NH3 was added 35.4 g (0.2 mol) of 3,4-dimethoxyphenylacetonitrile and 11.7 g (0.3 mol) of NaNH2. The mixture was stirred for two hours, maintaining a temperature at -25° to -30°C by cooling in a dry ice/acetone bath. 4-Chloroquinoline (16.4 g, 0.1 mol) was added and the resulting mixture was allowed to stir at room temperature until all excess NH3 had evaporated. Benzene was added to the residue and water was added slowly to destroy excess NaNH2. The phases were separated and...